From a dataset of the Open Reaction Database (ORD), a public repository of structured organic reaction records. describe an organic reaction: reactants, conditions, products, and yield Reactants: CC1(OC(C(O1)CC(CC(=O)OC(C)(C)C)O)=O)C (tert.-butyl 4-(2,2-dimethyl-5-oxo-1,3-dioxolan-4-yl)-3-hydroxybutanoate), Cl (hydrochloric acid). The solvent is C1(=CC=CC=C1)C (toluene), C[O-].[Na+] (sodium methoxide). Conditions: temperature 0 celsius, time 30 minute. The product is OC(C(=O)OC)CC(CC(=O)OC(C)(C)C)O (1-methyl 6-tert.-butyl 2,4-dihydroxyadipate). The yield is 74.5%. As a reaction SMILES: C[C:2]1(C)[O:6][CH:5]([CH2:7][CH:8]([OH:17])[CH2:9][C:10]([O:12][C:13]([CH3:16])([CH3:15])[CH3:14])=[O:11])[C:4](=[O:18])[O:3]1.Cl>C1(C)C=CC=CC=1.C[O-].[Na+]>[OH:6][CH:5]([CH2:7][CH:8]([OH:17])[CH2:9][C:10]([O:12][C:13]([CH3:15])([CH3:14])[CH3:16])=[O:11])[C:4]([O:3][CH3:2])=[O:18] |f:3.4|. Reported procedure: To a solution of tert.-butyl 4-(2,2-dimethyl-5-oxo-1,3-dioxolan-4-yl)-3-hydroxybutanoate (5.49 g, 20.0 mmol) in toluene (40.0 ml), sodium methoxide (1M in methanol) (30 ml) was added at 0° C. in an argon atmosphere and stirred at 0° C. for 30 minutes. After dropwise adding 1N hydrochloric acid (30.5 ml) at 0° C. over 10 minutes, the mixture was stirred at 0° C. for 10 minutes. After evaporating off the most of the organic solvent under reduced pressure, the residual mixture was extracted with et... Starting materials: CCCCc1ncc(C=O)n1Cc1ccccc1Cl, [Li]CCCC, COCCOC, CCOC(C)=O, CC(C)NC(C)C, [H-], [H][H], [Na+], C1CCOC1, COC(=O)CCc1ccncc1, O=Cc1ccncc1. Yields the product CCCCc1ncc(C(O)C(Cc2ccncc2)C(=O)OC)n1Cc1ccccc1Cl. As a reaction SMILES: [CH2:37]([CH2:38][CH2:39][CH3:40])[c:41]1[n:42]([CH2:48][c:49]2[c:50]([Cl:55])[cH:51][cH:52][cH:53][cH:54]2)[c:43]([CH:46]=[O:47])[cH:44][n:45]1.[CH2:8]([Li:9])[CH2:10][CH2:11][CH3:12].[CH3:61][O:62][CH2:63][CH2:64][O:65][CH3:66].[CH3:67][CH2:68][O:69][C:70](=[O:71])[CH3:72].[CH:1]([NH:2][CH:3]([CH3:4])[CH3:5])([CH3:6])[CH3:7].[H-:33].[H:35][H:36].[Na+:34].[O:56]1[CH2:57][CH2:58][CH2:59][CH2:60]1.[n:13]1[cH:14][cH:15][c:16]([CH2:19][CH2:20][C:21](=[O:22])[O:23][CH3:24])[cH:17][cH:18]1.[n:25]1[cH:26][cH:27][c:28]([CH:29]=[O:30])[cH:31][cH:32]1>>[n:13]1[cH:14][cH:15][c:16]([CH2:19][CH:20]([C:21](=[O:22])[O:23][CH3:24])[CH:46]([c:43]2[n:42]([CH2:48][c:49]3[c:50]([Cl:55])[cH:51][cH:52][cH:53][cH:54]3)[c:41]([CH2:37][CH2:38][CH2:39][CH3:40])[n:45][cH:44]2)[OH:47])[cH:17][cH:18]1. Procedure: To a solution of 1,1-carbonyldiimidazole (17 g, 103.5 mmol) in THF (200 mL), trans-4-[(2-Amino-benzoylamino)-methyl]-cyclohexanecarboxylic acid methyl ester (15 g, 51.72 mmol) was added and the reaction was heated to reflux temperature for 16 hours. The mixture was allowed to cool down to room temperature and the solvent was removed under reduced pressure. The residue was washed with 100 mL of H2O and the precipitate was filtered. The tiled compound (15.9 g, yield 97%) was obtained as a white so... The product is COC(=O)[C@@H]1CC[C@H](CC1)CN1C(NC2=CC=CC=C2C1=O)=O (trans-4-(2,4-Dioxo-1,4-dihydro-2H-quinazolin-3-ylmethyl)cyclohexane carboxylic acid methyl ester). The yield is 97.0%. Starting materials: 1,1-carbonyldiimidazole, COC(=O)[C@@H]1CC[C@H](CC1)CNC(C1=C(C=CC=C1)N)=O (trans-4-[(2-Amino-benzoylamino)-methyl]-cyclohexanecarboxylic acid methyl ester), C1CCOC1 (THF). RXN SMILES: [CH3:1][O:2][C:3]([C@H:5]1[CH2:10][CH2:9][C@H:8]([CH2:11][NH:12][C:13](=[O:21])[C:14]2[CH:19]=[CH:18][CH:17]=[CH:16][C:15]=2[NH2:20])[CH2:7][CH2:6]1)=[O:4].C1C[O:25][CH2:24]C1>>[CH3:1][O:2][C:3]([C@H:5]1[CH2:6][CH2:7][C@H:8]([CH2:11][N:12]2[C:13](=[O:21])[C:14]3[C:15](=[CH:16][CH:17]=[CH:18][CH:19]=3)[NH:20][C:24]2=[O:25])[CH2:9][CH2:10]1)=[O:4]. Reactants: ClC1=C(C=CC2=CC=CC=C12)[N+](=O)[O-] (1-Chloro-2-nitronaphthalene), N12CCCC2(CCC1)CN ((1-azabicyclo[3.3.0]octan-5-yl)methylamine). The product is N12CCCC2(CCC1)CNC1=C(C=CC2=CC=CC=C12)[N+](=O)[O-] (1-(1-Azabicyclo[3.3.0]octan-5-yl)methylamino-2-nitronaphthalene). Isolated yield 84.1%. RXN SMILES: Cl[C:2]1[C:11]2[C:6](=[CH:7][CH:8]=[CH:9][CH:10]=2)[CH:5]=[CH:4][C:3]=1[N+:12]([O-:14])=[O:13].[N:15]12[CH2:22][CH2:21][CH2:20][C:19]1([CH2:23][NH2:24])[CH2:18][CH2:17][CH2:16]2>>[N:15]12[CH2:22][CH2:21][CH2:20][C:19]1([CH2:23][NH:24][C:2]1[C:11]3[C:6](=[CH:7][CH:8]=[CH:9][CH:10]=3)[CH:5]=[CH:4][C:3]=1[N+:12]([O-:14])=[O:13])[CH2:18][CH2:17][CH2:16]2. Procedure: 1-Chloro-2-nitronaphthalene and (1-azabicyclo[3.3.0]octan-5-yl)methylamine were reacted in the same manner as in Example 1 to obtain the titled compound in a yield of 84.1%. Reactants: [N+](=O)(O)[O-].[N+](=O)(O)[O-].FC=1C=C(C=CC1N1C=NC(=C1)C)NC(=N)N (N-[3-fluoro-4-(4-methyl-imidazol-1-yl)-phenyl]-guanidine dinitrate), CN(C=CC(C(C)(C1=CC(=C(C(=C1)F)F)F)C)=O)C (1-dimethylamino-4-methyl-4-(3,4,5-trifluoro-phenyl)-pent-1-en-3-one). The product is FC=1C=C(C=CC1N1C=NC(=C1)C)NC1=NC=CC(=N1)C(C)(C1=CC(=C(C(=C1)F)F)F)C ([3-Fluoro-4-(4-methyl-imidazol-1-yl)-phenyl]-{4-[1-methyl-1-(3,4,5-trifluoro-phenyl)-ethyl]-pyrimidin-2-yl}-amine). Isolated yield 56.0%. RXN SMILES: [N+]([O-])(O)=O.[N+]([O-])(O)=O.[F:9][C:10]1[CH:11]=[C:12]([NH:22][C:23]([NH2:25])=[NH:24])[CH:13]=[CH:14][C:15]=1[N:16]1[CH:20]=[C:19]([CH3:21])[N:18]=[CH:17]1.CN(C)[CH:28]=[CH:29][C:30](=O)[C:31]([CH3:42])([C:33]1[CH:38]=[C:37]([F:39])[C:36]([F:40])=[C:35]([F:41])[CH:34]=1)[CH3:32]>>[F:9][C:10]1[CH:11]=[C:12]([NH:22][C:23]2[N:25]=[C:30]([C:31]([CH3:42])([C:33]3[CH:34]=[C:35]([F:41])[C:36]([F:40])=[C:37]([F:39])[CH:38]=3)[CH3:32])[CH:29]=[CH:28][N:24]=2)[CH:13]=[CH:14][C:15]=1[N:16]1[CH:20]=[C:19]([CH3:21])[N:18]=[CH:17]1 |f:0.1.2|. Procedure: The title compound was prepared in analogous manner as described in example 5b) from N-[3-fluoro-4-(4-methyl-imidazol-1-yl)-phenyl]-guanidine dinitrate (81 mg, 0.30 mmol) and 1-dimethylamino-4-methyl-4-(3,4,5-trifluoro-phenyl)-pent-1-en-3-one (98 mg, 0.36 mmol) as a light yellow solid (74 mg) in 56% yield. Starting materials: C1CCOC1, CCOC(=O)N=NC(=O)OCC, O=C(O)c1ccccc1, c1ccc(P(c2ccccc2)c2ccccc2)cc1, OC1CC(c2ccc3ccccc3c2)c2ccccc21. Product: O=C1CC(c2ccc3ccccc3c2)c2ccccc21. Reaction SMILES: [CH2:61]1[O:62][CH2:63][CH2:64][CH2:65]1.[O:49]=[C:50]([O:51][CH2:52][CH3:53])[N:54]=[N:55][C:56]([O:57][CH2:58][CH3:59])=[O:60].[OH:20][C:21]([c:22]1[cH:23][cH:24][cH:25][cH:26][cH:27]1)=[O:28].[c:1]1([P:2]([c:3]2[cH:4][cH:5][cH:6][cH:7][cH:8]2)[c:9]2[cH:10][cH:11][cH:12][cH:13][cH:14]2)[cH:15][cH:16][cH:17][cH:18][cH:19]1.[cH:29]1[c:30]([CH:39]2[CH2:40][CH:41]([OH:48])[c:42]3[cH:43][cH:44][cH:45][cH:46][c:47]32)[cH:31][cH:32][c:33]2[cH:34][cH:35][cH:36][cH:37][c:38]12>>[cH:29]1[c:30]([CH:39]2[CH2:40][C:41](=[O:48])[c:42]3[cH:43][cH:44][cH:45][cH:46][c:47]32)[cH:31][cH:32][c:33]2[cH:34][cH:35][cH:36][cH:37][c:38]12.